This data is from the Open Reaction Database (ORD), a public repository of structured organic reaction records. The task is: describe an organic reaction: reactants, conditions, products, and yield Starting materials: COc1cccc(OC(F)(F)F)c1, COc1ccccc1C1(N)C(=O)Nc2ccc(Cl)cc21, O=S(=O)(Cl)Cl. Yields the product COc1ccc(S(=O)(=O)N2C(=O)C(N)(c3ccccc3OC)c3cc(Cl)ccc32)c(OC(F)(F)F)c1. As a reaction SMILES: [CH3:26][O:27][c:28]1[cH:29][c:30]([O:34][C:35]([F:36])([F:37])[F:38])[cH:31][cH:32][cH:33]1.[NH2:1][C:2]1([c:13]2[c:14]([O:19][CH3:20])[cH:15][cH:16][cH:17][cH:18]2)[C:3](=[O:12])[NH:4][c:5]2[cH:6][cH:7][c:8]([Cl:11])[cH:9][c:10]21.[S:21](=[O:22])(=[O:23])([Cl:24])[Cl:25]>>[NH2:1][C:2]1([c:13]2[c:14]([O:19][CH3:20])[cH:15][cH:16][cH:17][cH:18]2)[C:3](=[O:12])[N:4]([S:21](=[O:22])(=[O:23])[c:31]2[c:30]([O:34][C:35]([F:36])([F:37])[F:38])[cH:29][c:28]([O:27][CH3:26])[cH:33][cH:32]2)[c:5]2[cH:6][cH:7][c:8]([Cl:11])[cH:9][c:10]21. The reactants are FCCCCCBr, O=C([O-])[O-], CCNC(=O)c1ccc(-n2nnc(C(=O)NC3CC3)c2C)c(O)c1, [K+], [K+], CN(C)C=O, O. Product: CCNC(=O)c1ccc(-n2nnc(C(=O)NC3CC3)c2C)c(OCCCCCF)c1. Reaction SMILES: [Br:25][CH2:26][CH2:27][CH2:28][CH2:29][CH2:30][F:31].[C:32](=[O:33])([O-:34])[O-:35].[CH:1]1([NH:4][C:5](=[O:6])[c:7]2[n:8][n:9][n:10](-[c:13]3[c:14]([OH:24])[cH:15][c:16]([C:19](=[O:20])[NH:21][CH2:22][CH3:23])[cH:17][cH:18]3)[c:11]2[CH3:12])[CH2:2][CH2:3]1.[K+:36].[K+:37].[O:39]=[CH:40][N:41]([CH3:42])[CH3:43].[OH2:38]>>[CH:1]1([NH:4][C:5](=[O:6])[c:7]2[n:8][n:9][n:10](-[c:13]3[c:14]([O:24][CH2:26][CH2:27][CH2:28][CH2:29][CH2:30][F:31])[cH:15][c:16]([C:19](=[O:20])[NH:21][CH2:22][CH3:23])[cH:17][cH:18]3)[c:11]2[CH3:12])[CH2:2][CH2:3]1. Starting materials: NCC(CNC1=NC2=CC=CC=C2C(=C1)OC)=C (2-(2-aminomethylallylamino)-4-methoxyquinoline), Cl (hydrochloric acid). Product: Cl.Cl.NCC(CNC=1NC2=CC=CC=C2C(C1)=O)=C (2-(2-Aminomethylallylamino)-1H-quinolin-4-one dihydrochloride). RXN SMILES: [NH2:1][CH2:2][C:3](=[CH2:18])[CH2:4][NH:5][C:6]1[CH:15]=[C:14]([O:16]C)[C:13]2[C:8](=[CH:9][CH:10]=[CH:11][CH:12]=2)[N:7]=1.[ClH:19]>>[ClH:19].[ClH:19].[NH2:1][CH2:2][C:3](=[CH2:18])[CH2:4][NH:5][C:6]1[NH:7][C:8]2[C:13]([C:14](=[O:16])[CH:15]=1)=[CH:12][CH:11]=[CH:10][CH:9]=2 |f:2.3.4|. Procedure details: The title compound was prepared according to the method described in Example 1(b) from 2-(2-aminomethylallylamino)-4-methoxyquinoline (70 mg, 0.29 mmol) and concentrated hydrochloric acid (2 mL) and was used without further purification. δH (CD3OD) 3.92 (2H, s), 4.53 (2H, s), 5.59 (2H, d, J=12.8), 6.61 (1H, d, J=0.9 Hz.), 7.65 (1H, dd, J=7.18 & 7.12 Hz), 7.93 (1H, dd, J=7.21 & 7.23 Hz), 8.02-8.16 (1H, m), 8.25 (1H, d, J=8.08 Hz); MS (ES+) 230 (31%) MH+ 213 (100%).